Dataset: the Open Reaction Database (ORD), a public repository of structured organic reaction records. Task: describe an organic reaction: reactants, conditions, products, and yield The reactants are CCCO, N#Cc1ccc(-c2ccc(NC(=O)Nc3cc(C(F)(F)F)ccc3F)cc2)nc1Cl, NN, O. Yields the product N#Cc1ccc(-c2ccc(N)cc2)nc1Cl. As a reaction SMILES: [CH2:34]([OH:35])[CH2:36][CH3:37].[Cl:1][c:2]1[c:3]([C:29]#[N:30])[cH:4][cH:5][c:6](-[c:8]2[cH:9][cH:10][c:11]([NH:14][C:15]([NH:16][c:17]3[cH:18][c:19]([C:20]([F:21])([F:22])[F:23])[cH:24][cH:25][c:26]3[F:27])=[O:28])[cH:12][cH:13]2)[n:7]1.[NH2:32][NH2:33].[OH2:31]>>[Cl:1][c:2]1[c:3]([C:29]#[N:30])[cH:4][cH:5][c:6](-[c:8]2[cH:9][cH:10][c:11]([NH2:14])[cH:12][cH:13]2)[n:7]1. The reactants are Cl.[N+](=O)([O-])C1=CC2=C(C(=NO2)C(OCC)=N)C=C1 (ethyl 6-nitro- 1,2-benzisoxazole-3-formimidate hydrochloride), N (ammonia), N (ammonia). Run in C(C)O (ethanol). Reaction conditions: time 8 hour. The product is C(N)(=N)C1=NOC2=C1C=CC(=C2)[N+](=O)[O-] (3-Amidino-6-nitro-1,2-benzisoxazole). RXN SMILES: Cl.[N+:2]([C:5]1[CH:18]=[CH:17][C:8]2[C:9]([C:12](=[NH:16])OCC)=[N:10][O:11][C:7]=2[CH:6]=1)([O-:4])=[O:3].[NH3:19]>C(O)C>[C:12]([C:9]1[C:8]2[CH:17]=[CH:18][C:5]([N+:2]([O-:4])=[O:3])=[CH:6][C:7]=2[O:11][N:10]=1)(=[NH:16])[NH2:19] |f:0.1|. Procedure details: In ethanol (100 ml) was dissolved ethyl 6-nitro- 1,2-benzisoxazole-3-formimidate hydrochloride (2.0 g) and the mixture was saturated with ammonia by passing through thereto ammonia gas under stirring at room temperature. The mixture was allowed to stand at room temperature overnight and then ethanol was distilled off under a reduced pressure. The crystalline residue was washed with ether and dissolved in water. The solution was neutralized with sodium bicarbonate and extracted with ether. The ex... Reactants: FC1=C(C#N)C=C(C=C1)CCC=1NC=C(C(N1)=O)CC=1C=NC=NC1 (2-fluoro-5-(2-(4-oxo-5-(pyrimidin-5-ylmethyl)-1,4-dihydropyrimidin-2-yl)ethyl)benzonitrile), ClC1=C(C=C(C=C1)O)C(F)(F)F (4-chloro-3-(trifluoromethyl)phenol), C(=O)([O-])[O-].[K+].[K+] (K2CO3). The solvent is CN1CCCC1=O (NMP). Conditions: temperature 150 celsius. Product: ClC1=C(C=C(OC2=C(C#N)C=C(C=C2)CCC=2NC=C(C(N2)=O)CC=2C=NC=NC2)C=C1)C(F)(F)F (2-(4-Chloro-3-(trifluoromethyl)phenoxy)-5-(2-(4-oxo-5-(pyrimidin-5-ylmethyl)-1,4-dihydropyrimidin-2-yl)ethyl)benzonitrile). The yield is 15.3%. RXN SMILES: F[C:2]1[CH:9]=[CH:8][C:7]([CH2:10][CH2:11][C:12]2[NH:13][CH:14]=[C:15]([CH2:19][C:20]3[CH:21]=[N:22][CH:23]=[N:24][CH:25]=3)[C:16](=[O:18])[N:17]=2)=[CH:6][C:3]=1[C:4]#[N:5].[Cl:26][C:27]1[CH:32]=[CH:31][C:30]([OH:33])=[CH:29][C:28]=1[C:34]([F:37])([F:36])[F:35].C([O-])([O-])=O.[K+].[K+]>CN1C(=O)CCC1>[Cl:26][C:27]1[CH:32]=[CH:31][C:30]([O:33][C:2]2[CH:9]=[CH:8][C:7]([CH2:10][CH2:11][C:12]3[NH:13][CH:14]=[C:15]([CH2:19][C:20]4[CH:21]=[N:22][CH:23]=[N:24][CH:25]=4)[C:16](=[O:18])[N:17]=3)=[CH:6][C:3]=2[C:4]#[N:5])=[CH:29][C:28]=1[C:34]([F:35])([F:36])[F:37] |f:2.3.4|. Reported procedure: A mixture of 2-fluoro-5-(2-(4-oxo-5-(pyrimidin-5-ylmethyl)-1,4-dihydropyrimidin-2-yl)ethyl)benzonitrile (1.0 g, 2.68 mmol), 4-chloro-3-(trifluoromethyl)phenol (0.633 g, 3.22 mmol) and K2CO3 (0.556 g, 4.03 mmol) in NMP (5 mL) was heated with a microwave reactor at 150° C. for 1.5 h. Purification via MDAP then afforded the title compound as a white solid (210 mg, 15% yield). LCMS: rt=1.65 min, [M+H+]=512 Starting materials: ClC1=NC=CC=C1C=1C(=NC(=NC1)OC)OC (5-(2-Chloro-pyridin-3-yl)-2,4-dimethoxy-pyrimidine). Solvent: CO (MeOH). Product: Cl.ClC1=NC=CC=C1C=1C(NC(NC1)=O)=O (5-(2-Chloro-pyridin-3-yl)-1H-pyrimidine-2,4-dione hydrochloride). As a reaction SMILES: [Cl:1][C:2]1[C:7]([C:8]2[C:9]([O:16]C)=[N:10][C:11]([O:14]C)=[N:12][CH:13]=2)=[CH:6][CH:5]=[CH:4][N:3]=1>CO>[ClH:1].[Cl:1][C:2]1[C:7]([C:8]2[C:9](=[O:16])[NH:10][C:11](=[O:14])[NH:12][CH:13]=2)=[CH:6][CH:5]=[CH:4][N:3]=1 |f:2.3|. Procedure details: 5-(2-Chloro-pyridin-3-yl)-2,4-dimethoxy-pyrimidine (Prep94, 3.76 mmol) was dissolved in MeOH (10 ml), then 2N HClaq (8 ml) was added. After refluxing the reaction mixture for 4 hours, the solvent was removed under vacuum to give the title compound (quantitative yield) The reactants are COC(=O)CCC=CC1=C[C@H]2C[C@H]([C@H]([C@H]2C1)\C=C\C(C(CCCC)(F)F)=O)OC1OCCCC1 ((1S,5S,6S,7R)-3-[4-methoxycarbonyl-1(EZ)-butenyl]-6-[4 ,4-difluoro-3-oxo-(E)-1-octenyl]-7-tetrahydropyranyloxybicyclo[3.3.0]oct-2-ene), [BH4-].[Na+] (sodium borohydride). Solvent: CO (methanol). Conditions: time 30 minute. The product is COC(=O)CCC=CC1=C[C@H]2C[C@H]([C@H]([C@H]2C1)\C=C\C(C(CCCC)(F)F)O)OC1OCCCC1 ((1S,5S,6S,7R)-3-[4-methoxycarbonyl-1(EZ)-butenyl]-6-[4 ,4-difluoro-3(RS)hydroxy-(E)-1-octenyl]-7-tetrahydropyranyloxy-bicyclo[3.3.0]oct-2-ene). RXN SMILES: [CH3:1][O:2][C:3]([CH2:5][CH2:6][CH:7]=[CH:8][C:9]1[CH2:16][C@H:15]2[C@H:11]([CH2:12][C@@H:13]([O:28][CH:29]3[CH2:34][CH2:33][CH2:32][CH2:31][O:30]3)[C@H:14]2/[CH:17]=[CH:18]/[C:19](=[O:27])[C:20]([F:26])([F:25])[CH2:21][CH2:22][CH2:23][CH3:24])[CH:10]=1)=[O:4].[BH4-].[Na+]>CO>[CH3:1][O:2][C:3]([CH2:5][CH2:6][CH:7]=[CH:8][C:9]1[CH2:16][C@H:15]2[C@H:11]([CH2:12][C@@H:13]([O:28][CH:29]3[CH2:34][CH2:33][CH2:32][CH2:31][O:30]3)[C@H:14]2/[CH:17]=[CH:18]/[CH:19]([OH:27])[C:20]([F:26])([F:25])[CH2:21][CH2:22][CH2:23][CH3:24])[CH:10]=1)=[O:4] |f:1.2|. Procedure: (1S,5S,6S,7R)-3-[4-Methoxycarbonyl-1(EZ)-butenyl]-6-[4,4-difluoro-3-oxo-(E )-1-octenyl]-7-tetrahydropyranyloxy-bicyclo[3.3.0]oct-2-ene (16) (0.196 g) was dissolved in methanol. To the solution, sodium borohydride (0.015 g) was added at 0° C., and the mixture was stirred for 30 minutes. After a usual work-up (1S,5S,6S,7R)-3-[4-methoxycarbonyl-1(EZ)-butenyl]-6-[4, 4-difluoro-3-(RS)hydroxy-(E)-1--octenyl]-7-tetrahydropyranyloxy-bicyclo[3.3.0]oct-2-ene (17) was obtained as a colorless oily product. ... Reactants: O=C1NC=CC2=CC=C(C=C12)C(=O)OC (methyl 1-oxo-1,2-dihydroisoquinoline-7-carboxylate), C([O-])([O-])=O.[K+].[K+] (potassium carbonate), BrCC1OCCO1 (2-(bromomethyl)-1,3-dioxolane), O (water). Run in CN(C)C=O (DMF). Reaction conditions: temperature 140 celsius, time 5 hour. Product: O1C(OCC1)CN1C(C2=CC(=CC=C2C=C1)C(=O)OC)=O (methyl 2-(1,3-dioxolan-2-ylmethyl)-1-oxo-1,2-dihydroisoquinoline-7-carboxylate). Yield: 64.3%. RXN SMILES: [O:1]=[C:2]1[C:11]2[C:6](=[CH:7][CH:8]=[C:9]([C:12]([O:14][CH3:15])=[O:13])[CH:10]=2)[CH:5]=[CH:4][NH:3]1.C(=O)([O-])[O-].[K+].[K+].Br[CH2:23][CH:24]1[O:28][CH2:27][CH2:26][O:25]1.O>CN(C=O)C>[O:25]1[CH2:26][CH2:27][O:28][CH:24]1[CH2:23][N:3]1[CH:4]=[CH:5][C:6]2[C:11](=[CH:10][C:9]([C:12]([O:14][CH3:15])=[O:13])=[CH:8][CH:7]=2)[C:2]1=[O:1] |f:1.2.3|. Reported procedure: To a solution of methyl 1-oxo-1,2-dihydroisoquinoline-7-carboxylate (0.5 g, 1.72 mmol) in DMF (10 mL) was added potassium carbonate (1.2 g, 8.6 mmol) and 2-(bromomethyl)-1,3-dioxolane (0.62 mL, 6.03 mmol). The reaction mixture was heated at 140° C. and stirred for 5 h. The mixture was cooled to rt, water was added and the mixture was extracted with EtOAc (2×). The combined organic phases were then washed with water, and brine, dried over anhydrous Na2SO4, filtered and concentrated. The residue w... Starting materials: C(C(=O)Cl)(=O)Cl (oxalyl chloride), C(C(=O)Cl)(=O)Cl (Oxalyl chloride), C(C1=CC=CC=C1)C=1C=C(C=CC1O)CC(C(=O)O)OCC (3-(3-benzyl-4-hydroxy-phenyl)-2-ethoxy-propionic acid), C(C1=CC=CC=C1)O (benzyl alcohol), CN(C)C=O (DMF). Solvent: C(Cl)Cl (DCM). Reaction conditions: time 24 hour. Yields the product C(C1=CC=CC=C1)OC(C(CC1=CC(=C(C=C1)O)CC1=CC=CC=C1)OCC)=O (3-(3-Benzyl-4-hydroxy-phenyl)-2-ethoxy-propionic acid benzyl ester). Isolated yield 49.0%. As a reaction SMILES: C(Cl)(=O)C(Cl)=O.[CH2:7]([C:14]1[CH:15]=[C:16]([CH2:21][CH:22]([O:26][CH2:27][CH3:28])[C:23]([OH:25])=[O:24])[CH:17]=[CH:18][C:19]=1[OH:20])[C:8]1[CH:13]=[CH:12][CH:11]=[CH:10][CH:9]=1.CN(C=O)C.[CH2:34](O)[C:35]1[CH:40]=[CH:39][CH:38]=[CH:37][CH:36]=1>C(Cl)Cl>[CH2:34]([O:24][C:23](=[O:25])[CH:22]([O:26][CH2:27][CH3:28])[CH2:21][C:16]1[CH:17]=[CH:18][C:19]([OH:20])=[C:14]([CH2:7][C:8]2[CH:13]=[CH:12][CH:11]=[CH:10][CH:9]=2)[CH:15]=1)[C:35]1[CH:40]=[CH:39][CH:38]=[CH:37][CH:36]=1. Procedure: Oxalyl chloride (0.364 g, 2.87 mmol) was added dropwise to a mixture of 3-(3-benzyl-4-hydroxy-phenyl)-2-ethoxy-propionic acid (0.345 g, 1.15 mmol) and a catalytic amount of DMF in dry DCM (2.0 mL). The mixture was stirred for 17 h at room temperature before the excess oxalyl chloride was evaporated in vacuo. The remaining carboxylic acid chloride was redissolved in dry DCM (3.0 mL) and benzyl alcohol (0.15 g, 1.38 mmol) was added under nitrogen atmosphere. After stirring for 24 h at room tempera...